This data is from the Open Reaction Database (ORD), a public repository of structured organic reaction records. The task is: describe an organic reaction: reactants, conditions, products, and yield Reactants: CN(C)C=O, O=[N+]([O-])c1cccnc1Cl, Nc1ccc(O)cc1, O. Product: O=[N+]([O-])c1cccnc1Nc1ccc(O)cc1. RXN SMILES: [CH3:19][N:20]([CH3:21])[CH:22]=[O:23].[Cl:1][c:2]1[n:3][cH:4][cH:5][cH:6][c:7]1[N+:8](=[O:9])[O-:10].[NH2:11][c:12]1[cH:13][cH:14][c:15]([OH:16])[cH:17][cH:18]1.[OH2:24]>>[c:2]1([NH:11][c:12]2[cH:13][cH:14][c:15]([OH:16])[cH:17][cH:18]2)[n:3][cH:4][cH:5][cH:6][c:7]1[N+:8](=[O:9])[O-:10]. The reactants are O=C(n1ccnc1)n1ccnc1, CCN(C(C)C)C(C)C, ClCCl, CC(C)(C)OC(=O)NCCCN, Cn1ncc(N)c1N, O=S(=O)(O)O. Yields the product Cn1ncc(NC(=O)NCCCNC(=O)OC(C)(C)C)c1N. RXN SMILES: [C:1](=[O:2])([n:3]1[cH:4][cH:5][n:6][cH:7]1)[n:8]1[cH:9][cH:10][n:11][cH:12]1.[CH2:25]([N:26]([CH:27]([CH3:28])[CH3:29])[CH:30]([CH3:31])[CH3:32])[CH3:33].[CH2:47]([Cl:48])[Cl:49].[NH2:13][CH2:14][CH2:15][CH2:16][NH:17][C:18]([O:19][C:20]([CH3:21])([CH3:22])[CH3:23])=[O:24].[NH2:39][c:40]1[cH:41][n:42][n:43]([CH3:46])[c:44]1[NH2:45].[S:34](=[O:35])(=[O:36])([OH:37])[OH:38]>>[C:1](=[O:2])([NH:13][CH2:14][CH2:15][CH2:16][NH:17][C:18]([O:19][C:20]([CH3:21])([CH3:22])[CH3:23])=[O:24])[NH:39][c:40]1[cH:41][n:42][n:43]([CH3:46])[c:44]1[NH2:45]. The reactants are IC1=CC2=C(OC3=C2C=C(C=C3)I)C=C1 (2,8-Diiodo-dibenzofuran), C(#N)[Cu] (CuCN), CN(C)C=O (DMF), [NH4+].[OH-] (NH4OH). Conditions: temperature 160 celsius. Product: C1=C(C=CC=2OC3=C(C21)C=C(C=C3)C#N)C#N (Dibenzofuran-2,8-dicarbonitrile). The yield is 6.0%. Reaction SMILES: I[C:2]1[CH:15]=[CH:14][C:5]2[O:6][C:7]3[CH:12]=[CH:11][C:10](I)=[CH:9][C:8]=3[C:4]=2[CH:3]=1.[C:16]([Cu])#[N:17].[NH4+].[OH-].[CH3:21][N:22](C=O)C>>[CH:3]1[C:4]2[C:8]3[CH:9]=[C:10]([C:21]#[N:22])[CH:11]=[CH:12][C:7]=3[O:6][C:5]=2[CH:14]=[CH:15][C:2]=1[C:16]#[N:17] |f:2.3|. Procedure details: To a solution of 2,8-Diiodo-dibenzofuran (763 mg, 1.8 mmol) in dry DMF (16 mL) add CuCN (1.1 g, 12.7 mmol), heat the mixture at 160° C. under N2 atmosphere overnight. Cool the mixture at room temperature, add NH4OH and bubble air during 4 hours. Add cool water and extract with EtOAc, dry over Na2SO4. Eliminate the solvent under reduced pressure. Purify by flash chromatography on silica gel (eluent: hexane/EtOAc 3/1) to afford the title compound (25 mg, 6%). The reactants are CC(C)I, CC(C)C(O)(c1ccc2cc(O)ccc2c1)c1cn(C(c2ccccc2)(c2ccccc2)c2ccccc2)cn1. The product is CC(C)Oc1ccc2cc(C(O)(c3cn(C(c4ccccc4)(c4ccccc4)c4ccccc4)cn3)C(C)C)ccc2c1. Reaction SMILES: [CH:41]([CH3:42])([CH3:43])[I:44].[OH:1][c:2]1[cH:3][c:4]2[cH:5][cH:6][c:7]([C:12]([CH:13]([CH3:14])[CH3:15])([OH:16])[c:17]3[n:18][cH:19][n:20]([C:22]([c:23]4[cH:24][cH:25][cH:26][cH:27][cH:28]4)([c:29]4[cH:30][cH:31][cH:32][cH:33][cH:34]4)[c:35]4[cH:36][cH:37][cH:38][cH:39][cH:40]4)[cH:21]3)[cH:8][c:9]2[cH:10][cH:11]1>>[O:1]([c:2]1[cH:3][c:4]2[cH:5][cH:6][c:7]([C:12]([CH:13]([CH3:14])[CH3:15])([OH:16])[c:17]3[n:18][cH:19][n:20]([C:22]([c:23]4[cH:24][cH:25][cH:26][cH:27][cH:28]4)([c:29]4[cH:30][cH:31][cH:32][cH:33][cH:34]4)[c:35]4[cH:36][cH:37][cH:38][cH:39][cH:40]4)[cH:21]3)[cH:8][c:9]2[cH:10][cH:11]1)[CH:41]([CH3:42])[CH3:43]. Starting materials: ClC=1C=C(C=CC1F)N1C(C2=NN(C(=C2C1C1=CC=C(C=C1)Cl)C(C)C)C1=C(C=CC=C1)OC)=O (5-(3-Chloro-4-fluoro-phenyl)-4-(4-chloro-phenyl)-3-isopropyl-2-(2-methoxy-phenyl)-4,5-dihydro-2H-pyrrolo[3,4-c]pyrazol-6-one), C[Si](C)(C)[N-][Si](C)(C)C.[K+] (KHMDS), ClC(=O)OCC (ethyl chloroformate). Product: C(C)OC(=O)C1(N(C(C2=NN(C(=C21)C(C)C)C2=C(C=CC=C2)OC)=O)C2=CC(=C(C=C2)F)Cl)C2=CC=C(C=C2)Cl (5-(3-Chloro-4-fluoro-phenyl)-4-(4-chloro-phenyl)-3-isopropyl-2-(2-methoxy-phenyl)-6-oxo-2,4,5,6-tetrahydro-pyrrolo[3,4-c]pyrazole-4-carboxylic acid ethyl ester). Reaction SMILES: [Cl:1][C:2]1[CH:3]=[C:4]([N:9]2[CH:16]([C:17]3[CH:22]=[CH:21][C:20]([Cl:23])=[CH:19][CH:18]=3)[C:15]3[C:11](=[N:12][N:13]([C:27]4[CH:32]=[CH:31][CH:30]=[CH:29][C:28]=4[O:33][CH3:34])[C:14]=3[CH:24]([CH3:26])[CH3:25])[C:10]2=[O:35])[CH:5]=[CH:6][C:7]=1[F:8].C[Si]([N-][Si](C)(C)C)(C)C.[K+].Cl[C:47]([O:49][CH2:50][CH3:51])=[O:48]>>[CH2:50]([O:49][C:47]([C:16]1([C:17]2[CH:18]=[CH:19][C:20]([Cl:23])=[CH:21][CH:22]=2)[C:15]2[C:11](=[N:12][N:13]([C:27]3[CH:32]=[CH:31][CH:30]=[CH:29][C:28]=3[O:33][CH3:34])[C:14]=2[CH:24]([CH3:26])[CH3:25])[C:10](=[O:35])[N:9]1[C:4]1[CH:5]=[CH:6][C:7]([F:8])=[C:2]([Cl:1])[CH:3]=1)=[O:48])[CH3:51] |f:1.2|. Reported procedure: The title compound was prepared in analogy to the procedure described for example 74 but using the compound prepared in example 88, 1 equivalent of KHMDS and 5 equivalents of ethyl chloroformate. No purification was performed. tR: 1.42 min (LC-MS 1); ESI-MS: 582.2 [M+H]+ (LC-MS 1). Starting materials: COC=1C=C2C=CC(=CC2=CC1)C(C(=O)OCC)=O (ethyl 6-methoxy-2-naphthylglyoxylate), ferrous sulfate, [H][H] (hydrogen), [H][H] (hydrogen). Reagents/catalysts: [Pt]=O (platinum oxide). The solvent is C(C)(C)O (isopropanol). The product is COC=1C=C2C=CC(=CC2=CC1)C(C(=O)OCC)O (ethyl 6-methoxy-2-naphthylglycolate). As a reaction SMILES: [CH3:1][O:2][C:3]1[CH:4]=[C:5]2[C:10](=[CH:11][CH:12]=1)[CH:9]=[C:8]([C:13](=[O:19])[C:14]([O:16][CH2:17][CH3:18])=[O:15])[CH:7]=[CH:6]2.[H][H]>[Pt]=O.C(O)(C)C>[CH3:1][O:2][C:3]1[CH:4]=[C:5]2[C:10](=[CH:11][CH:12]=1)[CH:9]=[C:8]([CH:13]([OH:19])[C:14]([O:16][CH2:17][CH3:18])=[O:15])[CH:7]=[CH:6]2. Procedure details: Into a Paar hydrogenation bottle is added 0.144 mole of ethyl 6-methoxy-2-naphthylglyoxylate, 2 ml. of 0.1 M - ferrous sulfate solution; 220 ml. of isopropanol, and 1.0 g. of 84.1% platinum oxide. The mixture is shaken for 2 hours at room temperature with hydrogen gas until 0.144 mole of hydrogen is absorbed. The catalyst is then filtered off and the solution is evaporated in vacuo and the residue fractionally distilled to obtain ethyl 6-methoxy-2-naphthylglycolate. The reactants are BrC1=C(C=C(C=C1)Cl)[N+](=O)[O-] (1-bromo-4-chloro-2-nitro-benzene), Cl[Sn]Cl (SnCl2), O (water), C(=O)(O)[O-].[Na+] (NaHCO3). RXN SMILES: [Br:1][C:2]1[CH:7]=[CH:6][C:5]([Cl:8])=[CH:4][C:3]=1[N+:9]([O-])=O.Cl[Sn]Cl.O.C([O-])(O)=O.[Na+]>CCOC(C)=O>[Br:1][C:2]1[CH:7]=[CH:6][C:5]([Cl:8])=[CH:4][C:3]=1[NH2:9] |f:3.4|. Yield: 99.6%. The product is BrC1=C(C=C(C=C1)Cl)N (2-bromo-5-chloro-phenylamine). Procedure: A mixture of 1-bromo-4-chloro-2-nitro-benzene (10.0 g, 42.3 mmol) and SnCl2 (24.0 g, 127 mmol) in EtOAc (100 mL) was heated to reflux for 1 hour. After cooling to room temperature, water and NaHCO3 were added slowly at 0° C. until the reaction was basic. The mixture was filtered through celite and rinsed with EtOAc. The filtrate was washed with aqueous NaHCO3 solution and brine, dried (MgSO4), filtered and concentrated to give 6A (8.7 g, 100%) as black crystals. Rt=2.489 min. Run in CCOC(=O)C (EtOAc). The reactants are N1(CCNCC1)C=O (piperazinecarboxaldehyde), CSC(=NC#N)SC (dimethyl cyanodithioiminocarbonate), C(C)#N (acetonitrile), O.NN (hydrazine hydrate). Product: NC=1NC(=NN1)N1CCN(CC1)C=O (4-(5-Amino-4H-1,2,4-triazol-3-yl)-1-piperazinecarboxaldehyde). RXN SMILES: [N:1]1([CH:7]=[O:8])[CH2:6][CH2:5][NH:4][CH2:3][CH2:2]1.CSC(SC)=[N:12][C:13]#[N:14].O.[NH2:18]N.[C:20](#[N:22])C>>[NH2:12][C:13]1[NH:14][C:20]([N:4]2[CH2:5][CH2:6][N:1]([CH:7]=[O:8])[CH2:2][CH2:3]2)=[N:22][N:18]=1 |f:2.3|. Procedure details: A mixture of 11.4 g (0.1 mole) of piperazinecarboxaldehyde, 14.6 g (0.1 mole) of dimethyl cyanodithioiminocarbonate and 150 ml of acetonitrile was heated at reflux for 18 hours, the evolved gas being led into a sodium hypochlorite trap. The reaction mixture was cooled and filtered to remove a small amount of colorless solid. The filter was washed with acetonitrile, the wash being added to the filtrate. Then 5.5 ml (0.11 mole) of hydrazine hydrate was added to the filtrate and the mixture was ref... Reactants: C(C)(C)[Mg]Cl.[Cl-].[Li+] (isopropylmagnesium chloride lithium chloride), O=C1CCC(CC1)C(=O)OC(C)(C)C (tert-butyl 4-oxocyclohexanecarboxylate), S1C=NC=C1 (thiazole). Solvent: C1CCOC1 (THF), C1CCOC1 (THF), C1CCOC1 (THF). Reaction conditions: time 1 hour. Product: OC1(CCC(CC1)C(=O)OC(C)(C)C)C=1SC=CN1 (tert-butyl 4-hydroxy-4-(1,3-thiazol-2-yl)cyclohexanecarboxylate). The yield is 80.5%. Reaction SMILES: C([Mg]Cl)(C)C.[Cl-].[Li+].[S:8]1[CH:12]=[CH:11][N:10]=[CH:9]1.[O:13]=[C:14]1[CH2:19][CH2:18][CH:17]([C:20]([O:22][C:23]([CH3:26])([CH3:25])[CH3:24])=[O:21])[CH2:16][CH2:15]1>C1COCC1>[OH:13][C:14]1([C:9]2[S:8][CH:12]=[CH:11][N:10]=2)[CH2:15][CH2:16][CH:17]([C:20]([O:22][C:23]([CH3:26])([CH3:25])[CH3:24])=[O:21])[CH2:18][CH2:19]1 |f:0.1.2|. Procedure details: To a flask containing THF (82 mL) was added isopropylmagnesium chloride/lithium chloride (1.2 M in THF, 37.7 mL, 45 mmol). A solution of thiazole (3.5 g, 41 mmol) in THF (20 mL) was added slowly. The reaction was stirred for one hour. A solution of tert-butyl 4-oxocyclohexanecarboxylate (12.23 g, 62 mmol) in THF (20 mL) was added and the reaction was stirred for 3 hours. The reaction was then quenched slowly with saturated ammonium chloride and diluted with ethyl acetate. The organic layer was s... Reactants: C(C1=CC=CC=C1)N1[C@H](CCC1=O)C(=O)NC(C(C(=O)OCC)O)CC1=CC=CC=C1 (Ethyl 3-((R)-1-benzyl-5-oxopyrrolidine-2-carboxamido)-2-hydroxy-4-phenylbutanoate), O (Water), [OH-].[Na+] (NaOH). Solvent: C(C)O (ethanol). Run at temperature 50 celsius. Yields the product C(C1=CC=CC=C1)N1[C@H](CCC1=O)C(=O)NC(C(C(=O)O)O)CC1=CC=CC=C1 (3-((R)-1-Benzyl-5-oxopyrrolidine-2-carboxamido)-2-hydroxy-4-phenylbutanoic Acid), powder. Isolated yield 58.0%. As a reaction SMILES: [CH2:1]([N:8]1[C:12](=[O:13])[CH2:11][CH2:10][C@@H:9]1[C:14]([NH:16][CH:17]([CH2:25][C:26]1[CH:31]=[CH:30][CH:29]=[CH:28][CH:27]=1)[CH:18]([OH:24])[C:19]([O:21]CC)=[O:20])=[O:15])[C:2]1[CH:7]=[CH:6][CH:5]=[CH:4][CH:3]=1.[OH-].[Na+].O>C(O)C>[CH2:1]([N:8]1[C:12](=[O:13])[CH2:11][CH2:10][C@@H:9]1[C:14]([NH:16][CH:17]([CH2:25][C:26]1[CH:31]=[CH:30][CH:29]=[CH:28][CH:27]=1)[CH:18]([OH:24])[C:19]([OH:21])=[O:20])=[O:15])[C:2]1[CH:7]=[CH:6][CH:5]=[CH:4][CH:3]=1 |f:1.2|. Procedure: Ethyl 3-((R)-1-benzyl-5-oxopyrrolidine-2-carboxamido)-2-hydroxy-4-phenylbutanoate (4550 mg raw material from previous step 22.1; max. 10.72 mmol) dissolved in 13 ml of ethanol was treated with 6.43 ml 2N aq. NaOH overnight at room temperature. To complete the reaction, the mixture was then heated to 50° C. for 2 h. Water was added followed by extraction with MTBE (3×). The aqueous layer was acidified to pH 3 using 2M HCl and extracted three times with dichloromethane. The combined dichloromethan...